From a dataset of the Open Reaction Database (ORD), a public repository of structured organic reaction records. describe an organic reaction: reactants, conditions, products, and yield Starting materials: CCc1csc(-c2ccc3c(c2)C=C(C(=O)O)CCS3(=O)=O)c1, CCOCCCN(C)Cc1ccc(N)cc1, C1CCOC1, CN(C)C=O, O, O=S(Cl)Cl. Yields the product CCOCCCN(C)Cc1ccc(NC(=O)C2=Cc3cc(-c4cc(CC)cs4)ccc3S(=O)(=O)CC2)cc1. As a reaction SMILES: [CH2:1]([CH3:2])[c:3]1[cH:4][c:5](-[c:8]2[cH:9][cH:10][c:11]3[c:12]([cH:23]2)[CH:13]=[C:14]([C:20](=[O:21])[OH:22])[CH2:15][CH2:16][S:17]3(=[O:18])=[O:19])[s:6][cH:7]1.[CH2:33]([CH3:34])[O:35][CH2:36][CH2:37][CH2:38][N:39]([CH3:40])[CH2:41][c:42]1[cH:43][cH:44][c:45]([NH2:46])[cH:47][cH:48]1.[CH2:49]1[O:50][CH2:51][CH2:52][CH2:53]1.[O:28]=[CH:29][N:30]([CH3:31])[CH3:32].[OH2:54].[S:24]([Cl:25])([Cl:26])=[O:27]>>[CH2:1]([CH3:2])[c:3]1[cH:4][c:5](-[c:8]2[cH:9][cH:10][c:11]3[c:12]([cH:23]2)[CH:13]=[C:14]([C:20](=[O:21])[NH:46][c:45]2[cH:44][cH:43][c:42]([CH2:41][N:39]([CH2:38][CH2:37][CH2:36][O:35][CH2:33][CH3:34])[CH3:40])[cH:48][cH:47]2)[CH2:15][CH2:16][S:17]3(=[O:18])=[O:19])[s:6][cH:7]1. Starting materials: C1CCOC1, COC(=O)c1ccccc1NS(=O)(=O)c1ccc(C(=O)NCCc2ccccc2)cc1, [Li+], [OH-]. Product: O=C(NCCc1ccccc1)c1ccc(S(=O)(=O)Nc2ccccc2C(=O)O)cc1. Reaction SMILES: [CH2:34]1[O:35][CH2:36][CH2:37][CH2:38]1.[CH3:3][O:4][C:5]([c:6]1[c:7]([NH:12][S:13](=[O:14])(=[O:15])[c:16]2[cH:17][cH:18][c:19]([C:22]([NH:23][CH2:24][CH2:25][c:26]3[cH:27][cH:28][cH:29][cH:30][cH:31]3)=[O:32])[cH:20][cH:21]2)[cH:8][cH:9][cH:10][cH:11]1)=[O:33].[Li+:1].[OH-:2]>>[O:4]=[C:5]([c:6]1[c:7]([NH:12][S:13](=[O:14])(=[O:15])[c:16]2[cH:17][cH:18][c:19]([C:22]([NH:23][CH2:24][CH2:25][c:26]3[cH:27][cH:28][cH:29][cH:30][cH:31]3)=[O:32])[cH:20][cH:21]2)[cH:8][cH:9][cH:10][cH:11]1)[OH:33]. The reactants are Cl.CN (Methylamine hydrochloride), FC=1C=C(C=CC1N1CCC(CC1)=O)N1C(O[C@H](C1)CNC(C)=O)=O ((S)-N-{3-[3-fluoro-4-(4-oxo-piperidin-1-yl)-phenyl]-2-oxo-oxazolidin-5-ylmethyl}-acetamide), C(O)([O-])=O.[Na+] (Sodium hydrogencarbonate), [H][H] (hydrogen). Reagents/catalysts: [Pd] (palladium on carbon). The solvent is CO.C(Cl)Cl (methanol methylene chloride). Conditions: time 10 minute. The product is FC=1C=C(C=CC1N1CCC(CC1)NC)N1C(O[C@H](C1)CNC(C)=O)=O ((S)-N-{3-[3-fluoro-4-(4-methylamino-piperidin-1-yl)-phenyl]-2-oxo-oxazolidin-5-ylmethyl}-acetamide). The yield is 43.1%. As a reaction SMILES: Cl.[CH3:2][NH2:3].[F:4][C:5]1[CH:6]=[C:7]([N:18]2[CH2:22][C@H:21]([CH2:23][NH:24][C:25](=[O:27])[CH3:26])[O:20][C:19]2=[O:28])[CH:8]=[CH:9][C:10]=1[N:11]1[CH2:16][CH2:15][C:14](=O)[CH2:13][CH2:12]1.[H][H].C(=O)([O-])O.[Na+]>[Pd].CO.C(Cl)Cl>[F:4][C:5]1[CH:6]=[C:7]([N:18]2[CH2:22][C@H:21]([CH2:23][NH:24][C:25](=[O:27])[CH3:26])[O:20][C:19]2=[O:28])[CH:8]=[CH:9][C:10]=1[N:11]1[CH2:12][CH2:13][CH:14]([NH:3][CH3:2])[CH2:15][CH2:16]1 |f:0.1,4.5,7.8|. Procedure details: Methylamine hydrochloride (0.46 g) and palladium on carbon (0.20 g) were added to a methanol-methylene chloride solution (20-20 ml) of 2.00 g of the (S)-N-{3-[3-fluoro-4-(4-oxo-piperidin-1-yl)-phenyl]-2-oxo-oxazolidin-5-ylmethyl}-acetamide (Compound No. 7) which was synthesized in Example 3, and the mixture was stirred at room temperature for 14 h under 2 atm hydrogen atmosphere. Sodium hydrogencarbonate was added and the mixture was stirred for 10 min. Thereafter, the catalyst was filtered off ... Reactants: COC=1C=C(C(=O)NC2=NN(C=C2/C=C/P(OCC)(OCC)=O)C2=CC=CC=C2)C=CC1OCC=1N=C(OC1CC)C1=CC=CC=C1 (diethyl (E)-2-[3-({3-methoxy-4-[(5-ethyl-2-phenyl-1,3-oxazol-4-yl)methoxy]benzoyl}amino)-1-phenyl-1H-pyrazol-4-yl]ethenylphosphonate), [H-].[Na+] (sodium hydride), CN(C=O)C (N,N-dimethylformamide), CI (methyl iodide). Run in O (Water). The product is COC=1C=C(C(=O)N(C2=NN(C=C2/C=C/P(OCC)(OCC)=O)C2=CC=CC=C2)C)C=CC1OCC=1N=C(OC1C)C1=CC=CC=C1 (diethyl (E)-2-{3-[{3-methoxy-4-[(5-methyl-2-phenyl-1,3-oxazol-4-yl)methoxy]benzoyl}(methyl)amino]-1-phenyl-1H-pyrazol-4-yl}ethenylphosphonate). The yield is 41.0%. RXN SMILES: [CH3:1][O:2][C:3]1[CH:4]=[C:5]([CH:30]=[CH:31][C:32]=1[O:33][CH2:34][C:35]1[N:36]=[C:37]([C:42]2[CH:47]=[CH:46][CH:45]=[CH:44][CH:43]=2)[O:38][C:39]=1[CH2:40]C)[C:6]([NH:8][C:9]1[C:13](/[CH:14]=[CH:15]/[P:16](=[O:23])([O:20][CH2:21][CH3:22])[O:17][CH2:18][CH3:19])=[CH:12][N:11]([C:24]2[CH:29]=[CH:28][CH:27]=[CH:26][CH:25]=2)[N:10]=1)=[O:7].[H-].[Na+].[CH3:50]N(C)C=O.CI>O>[CH3:1][O:2][C:3]1[CH:4]=[C:5]([CH:30]=[CH:31][C:32]=1[O:33][CH2:34][C:35]1[N:36]=[C:37]([C:42]2[CH:47]=[CH:46][CH:45]=[CH:44][CH:43]=2)[O:38][C:39]=1[CH3:40])[C:6]([N:8]([CH3:50])[C:9]1[C:13](/[CH:14]=[CH:15]/[P:16](=[O:23])([O:20][CH2:21][CH3:22])[O:17][CH2:18][CH3:19])=[CH:12][N:11]([C:24]2[CH:29]=[CH:28][CH:27]=[CH:26][CH:25]=2)[N:10]=1)=[O:7] |f:1.2|. Reported procedure: To a mixture of diethyl (E)-2-[3-({3-methoxy-4-[(5-ethyl-2-phenyl-1,3-oxazol-4-yl)methoxy]benzoyl}amino)-1-phenyl-1H-pyrazol-4-yl]ethenylphosphonate (50 mg), sodium hydride (60% in oil, 3.9 mg) and N,N-dimethylformamide (2 mL) was added methyl iodide (14 mg) with stirring, and the mixture was further stirred at room temperature for 2 hrs. Water was poured into the reaction mixture, and the mixture was extracted with ethyl acetate. The ethyl acetate layer was washed successively with distilled wa...